Dataset: the Open Reaction Database (ORD), a public repository of structured organic reaction records. Task: describe an organic reaction: reactants, conditions, products, and yield Starting materials: ClC1=CC=C(C=C1)C1=NC=2C(=NC=CC2)N1CC(=O)O (4-chlorophenyl-3H-imidazo[4,5-b]pyridine-3-acetic acid), O1CCCC1 (tetrahydrofuran), NC=1SCCN1 (2-amino-2-thiazoline). Run in O (Water). Run at time 3.5 hour. The product is ClC1=CC=C(C=C1)C1=NC=2C(=NC=CC2)N1CC(=O)NC=1SCCN1 (2-(4-Chlorophenyl)-N-(4,5-dihydro-2-thiazolyl)-3H-imidazo[4,5-b]pyridine-3-acetamide). Yield: 9.3%. As a reaction SMILES: [Cl:1][C:2]1[CH:7]=[CH:6][C:5]([C:8]2[N:16]([CH2:17][C:18]([OH:20])=O)[C:11]3=[N:12][CH:13]=[CH:14][CH:15]=[C:10]3[N:9]=2)=[CH:4][CH:3]=1.O1CCCC1.[NH2:26][C:27]1[S:28][CH2:29][CH2:30][N:31]=1>O>[Cl:1][C:2]1[CH:3]=[CH:4][C:5]([C:8]2[N:16]([CH2:17][C:18]([NH:26][C:27]3[S:28][CH2:29][CH2:30][N:31]=3)=[O:20])[C:11]3=[N:12][CH:13]=[CH:14][CH:15]=[C:10]3[N:9]=2)=[CH:6][CH:7]=1. Procedure details: A suspension of 2-(4-chlorophenyl-3H-imidazo[4,5-b]pyridine-3-acetic acid (5.0 g, 0.0174 mole) 1,1'-carbonyldiimidazole (2.82 g, 0.0174 mole) and dry tetrahydrofuran (100 ml) was stirred at room temperature for 3.5 hours with a stream of nitrogen bubbling through it. Solid 2-amino-2-thiazoline (2.67 g, 0.0261 mole) was added to the reaction mixture. The resulting suspension was allowed to stir at room temperature overnight. The solvent was evaporated under reduced pressure to give a white solid.... Reactants: FC=1C=C(C=CC1OC(F)(F)F)[C@H](NC(NC1=CC=C(C(=O)OCC)C=C1)=O)C1=NC=CC=C1F ((S)-ethyl 4-(3-((3-fluoro-4-(trifluoromethoxy)phenyl)(3-fluoropyridin-2-yl)methyl)ureido)benzoate), [Li+].[OH-] (LiOH), Cl (HCl). Run in C1CCOC1 (THF), CO (MeOH). The product is FC=1C=C(C=CC1OC(F)(F)F)[C@H](NC(NC1=CC=C(C(=O)O)C=C1)=O)C1=NC=CC=C1F ((S)-4-(3-((3-Fluoro-4-(trifluoromethoxy)phenyl)(3-fluoropyridin-2-yl)methyl)ureido)benzoic acid). As a reaction SMILES: [F:1][C:2]1[CH:3]=[C:4]([C@@H:13]([C:29]2[C:34]([F:35])=[CH:33][CH:32]=[CH:31][N:30]=2)[NH:14][C:15](=[O:28])[NH:16][C:17]2[CH:27]=[CH:26][C:20]([C:21]([O:23]CC)=[O:22])=[CH:19][CH:18]=2)[CH:5]=[CH:6][C:7]=1[O:8][C:9]([F:12])([F:11])[F:10].[Li+].[OH-].Cl>C1COCC1.CO>[F:1][C:2]1[CH:3]=[C:4]([C@@H:13]([C:29]2[C:34]([F:35])=[CH:33][CH:32]=[CH:31][N:30]=2)[NH:14][C:15](=[O:28])[NH:16][C:17]2[CH:27]=[CH:26][C:20]([C:21]([OH:23])=[O:22])=[CH:19][CH:18]=2)[CH:5]=[CH:6][C:7]=1[O:8][C:9]([F:10])([F:11])[F:12] |f:1.2|. Reported procedure: To a solution of (S)-ethyl 4-(3-((3-fluoro-4-(trifluoromethoxy)phenyl)(3-fluoropyridin-2-yl)methyl)ureido)benzoate (109 mg, 0.220 mmol) in THF (3 mL) and MeOH (1 mL) was added 1 M aqueous LiOH (4 mL, 4.00 mmol). The resulting mixture was then stirred at rt. After stirring for 24 h, the reaction was acidified with 1 N HCl to ˜pH 7. The aqueous solution was extracted with DCM (3×10 mL). The combined DCM layers were washed with brine, dried over MgSO4, and concentrated in vacuo to give the title co... The reagents and catalysts are [Pd] (Pd—C), [Pd] (Pd—C). Reaction conditions: temperature 80 celsius, time 18 hour. Run in C1(=CC=CC=C1)C (toluene). The yield is 58.8%. The product is C(=O)(O)C(CCC1=CC=CC=C1)NC1C(N(C2=C(CC1)C=CC=C2)CC(=O)OC(C)(C)C)=O (3-[[1-(carboxy)-3-phenyl-propyl]amino]-1-t-butoxycarbonylmethyl-2,3,4,5-tetrahydro-1H-benzazepin-2-one). As a reaction SMILES: [C:1]([CH:9]=[CH:10][C:11]([O:13]CC)=[O:12])(=O)[C:2]1[CH:7]=[CH:6][CH:5]=[CH:4][CH:3]=1.[NH2:16][C@H:17]1[CH2:23][CH2:22][C:21]2[CH:24]=[CH:25][CH:26]=[CH:27][C:20]=2[N:19]([CH2:28][C:29]([O:31][C:32]([CH3:35])([CH3:34])[CH3:33])=[O:30])[C:18]1=[O:36].C(O)(=O)C.C1CCCCC=1>C1(C)C=CC=CC=1.[Pd]>[C:11]([CH:10]([NH:16][CH:17]1[CH2:23][CH2:22][C:21]2[CH:24]=[CH:25][CH:26]=[CH:27][C:20]=2[N:19]([CH2:28][C:29]([O:31][C:32]([CH3:34])([CH3:33])[CH3:35])=[O:30])[C:18]1=[O:36])[CH2:9][CH2:1][C:2]1[CH:3]=[CH:4][CH:5]=[CH:6][CH:7]=1)([OH:13])=[O:12]. Procedure details: Ethyl 3-benzoylacrylate (13a) (55.6 g, 272 mmoles) is dropped into a solution of (3S)-3-amino-1-t-butoxycarbonylmethyl-2,3,4,5-tetrahydro-1H-benzazepin-2-one (11) (66.2 g, 228 mmoles) in 200 ml of toluene, at room temperature in 1 h. The resulting mixture is left under stirring for 18 h, then added with 10% Pd—C (26 g, 22 mmoles) and hydrogenated at 3 atm for 18 h at room temperature. After completion of the reaction the catalyst is filtered off through Celite, 50 ml of acetic acid are added and... The reactants are C(C)(=O)O (acetic acid), C1=CCCCC1 (cyclohexene), C(C1=CC=CC=C1)(=O)C=CC(=O)OCC (Ethyl 3-benzoylacrylate), N[C@@H]1C(N(C2=C(CC1)C=CC=C2)CC(=O)OC(C)(C)C)=O ((3S)-3-amino-1-t-butoxycarbonylmethyl-2,3,4,5-tetrahydro-1H-benzazepin-2-one).